Dataset: the Open Reaction Database (ORD), a public repository of structured organic reaction records. Task: describe an organic reaction: reactants, conditions, products, and yield Reactants: [Br-], C=CC(=O)OC(C)(C)C, CCCC[N+](CCCC)(CCCC)CCCC, [K+], [OH-], OCCO. The product is CC(C)(C)OC(=O)CCOCCO. RXN SMILES: [Br-:16].[C:1]([CH:2]=[CH2:3])(=[O:4])[O:5][C:6]([CH3:7])([CH3:8])[CH3:9].[CH3:17][CH2:18][CH2:19][CH2:20][N+:21]([CH2:22][CH2:23][CH2:24][CH3:25])([CH2:26][CH2:27][CH2:28][CH3:29])[CH2:30][CH2:31][CH2:32][CH3:33].[K+:15].[OH-:14].[OH:10][CH2:11][CH2:12][OH:13]>>[C:1]([CH2:2][CH2:3][O:13][CH2:12][CH2:11][OH:10])(=[O:4])[O:5][C:6]([CH3:7])([CH3:8])[CH3:9]. Reactants: Cl (HCl), COC(C1=CC(=CC=C1)COC1=C(C=C(C=C1)Br)F)=O (3-(4-bromo-2-fluoro-phenoxymethyl)-benzoic acid methyl ester), [OH-].[Li+] (lithium hydroxide). The solvent is O (water), O1CCOCC1 (dioxane), O (water). Yields the product BrC1=CC(=C(OCC=2C=C(C(=O)O)C=CC2)C=C1)F (3-(4-bromo-2-fluoro-phenoxymethyl)-benzoic acid). Reaction SMILES: C[O:2][C:3](=[O:20])[C:4]1[CH:9]=[CH:8][CH:7]=[C:6]([CH2:10][O:11][C:12]2[CH:17]=[CH:16][C:15]([Br:18])=[CH:14][C:13]=2[F:19])[CH:5]=1.[OH-].[Li+].Cl>O1CCOCC1.O>[Br:18][C:15]1[CH:16]=[CH:17][C:12]([O:11][CH2:10][C:6]2[CH:5]=[C:4]([CH:9]=[CH:8][CH:7]=2)[C:3]([OH:20])=[O:2])=[C:13]([F:19])[CH:14]=1 |f:1.2|. Procedure: A solution of 3-(4-bromo-2-fluoro-phenoxymethyl)-benzoic acid methyl ester (5.5 g, 16.22 mmol) in dioxane was treated with a solution of lithium hydroxide (1.86 g, 81.1 mmol) in water at room temperature overnight, followed by acidification with concentrated HCl and diluted with water. The precipitate was collected by filtration, washed with water, and dried to give 3-(4-bromo-2-fluoro-phenoxymethyl)-benzoic acid, 5.2 g (99%). LC-MS (ES) calculated for C14H10BrFO3, 323; found m/z 324 [M+H]+. The reactants are CCCCCN(C)Cc1cc(C)cc(C(=O)OC)c1, CO, [Li+], C1CCOC1, [OH-], O. Yields the product CCCCCN(C)Cc1cc(C)cc(C(=O)O)c1. RXN SMILES: [CH3:1][c:2]1[cH:3][c:4]([C:5](=[O:6])[O:7][CH3:8])[cH:9][c:10]([CH2:12][N:13]([CH2:14][CH2:15][CH2:16][CH2:17][CH3:18])[CH3:19])[cH:11]1.[CH3:23][OH:24].[Li+:21].[O:25]1[CH2:26][CH2:27][CH2:28][CH2:29]1.[OH-:22].[OH2:20]>>[CH3:1][c:2]1[cH:3][c:4]([C:5](=[O:6])[OH:7])[cH:9][c:10]([CH2:12][N:13]([CH2:14][CH2:15][CH2:16][CH2:17][CH3:18])[CH3:19])[cH:11]1. Reactants: BrC1=CC2=C(OCCC3=C2SC(=C3)C(=O)N)C=C1F (9-bromo-8-fluoro-4,5-dihydrobenzo[b]thieno[2,3-d]oxepine-2-carboxamide), CC1=CC(=NO1)[C@@](C)(C#C)O ((2R)-2-(5-methylisoxazol-3-yl)but-3-yn-2-ol). The product is FC1=CC2=C(C3=C(CCO2)C=C(S3)C(=O)N)C=C1C#C[C@](C)(C1=NOC(=C1)C)O (8-fluoro-9-[(3R)-3-hydroxy-3-(5-methylisoxazol-3-yl)but-1-ynyl]-4,5-dihydrothieno[3,2-d][1]benz oxepine-2-carboxamide). Isolated yield 41.0%. As a reaction SMILES: Br[C:2]1[C:18]([F:19])=[CH:17][C:5]2[O:6][CH2:7][CH2:8][C:9]3[CH:13]=[C:12]([C:14]([NH2:16])=[O:15])[S:11][C:10]=3[C:4]=2[CH:3]=1.[CH3:20][C:21]1[O:25][N:24]=[C:23]([C@:26]([OH:30])([C:28]#[CH:29])[CH3:27])[CH:22]=1>>[F:19][C:18]1[C:2]([C:29]#[C:28][C@@:26]([OH:30])([C:23]2[CH:22]=[C:21]([CH3:20])[O:25][N:24]=2)[CH3:27])=[CH:3][C:4]2[C:10]3[S:11][C:12]([C:14]([NH2:16])=[O:15])=[CH:13][C:9]=3[CH2:8][CH2:7][O:6][C:5]=2[CH:17]=1. Reported procedure: Methyl 9-bromo-8-fluoro-4,5-dihydrobenzo[b]thieno[2,3-d]oxepine-2-carboxylate was subjected to General Procedure L to afford 484 mg 9-bromo-8-fluoro-4,5-dihydrobenzo[b]thieno[2,3-d]oxepine-2-carboxamide in quantitative yield. 9-bromo-8-fluoro-4,5-dihydrobenzo[b]thieno[2,3-d]oxepine-2-carboxamide (0.1 g) was reacted with (2R)-2-(5-methylisoxazol-3-yl)but-3-yn-2-ol similarly to as described in General Procedure F with non-critical modifications to afford 50 mg (41%) of 8-fluoro-9-[(3R)-3-hydroxy-3... Reactants: NC1=C(C(=O)O)C=CC(=C1N)OC (2,3-diamino-4-methoxy-benzoic acid), COC(=O)C1=CC=CC=2NC(=NC21)N (2-amino-1H-benzoimidazole-4-carboxylic acid methyl ester), BrC#N (BrCN). Run in CO (methanol). Product: NC1=NC2=C(N1)C(=CC=C2C(=O)O)OC (2-amino-7-methoxy-1H-benzoimidazole-4-carboxylic acid). Reaction SMILES: [NH2:1][C:2]1[C:10]([NH2:11])=[C:9]([O:12][CH3:13])[CH:8]=[CH:7][C:3]=1[C:4]([OH:6])=[O:5].COC(C1C2N=C(N)[NH:23][C:22]=2C=CC=1)=O.BrC#N>CO>[NH2:23][C:22]1[NH:11][C:10]2[C:9]([O:12][CH3:13])=[CH:8][CH:7]=[C:3]([C:4]([OH:6])=[O:5])[C:2]=2[N:1]=1. Reported procedure: 0.9 g (4.9 mmol) of 2,3-diamino-4-methoxy-benzoic acid was subjected to a similar cyclization condition as illustrated in intermediate A by using 2.6 g (24.5 mmol) of BrCN in methanol to produce 2-amino-7-methoxy-1H-benzoimidazole-4-carboxylic acid. LCMS: 208 (M+1)+. Reactants: mercuric acetate, C(Cl)Cl (methylene chloride), OC(=C(C(=O)OC(C)(C)C)N1C(C(C1=O)NC(COC1=CC=CC=C1)=O)SC=O)CBr (t-butyl 3-hydroxy-4-bromo-2-(2-formylthio-4-oxo-3-phenoxyacetamido-1-azetidinyl)-2-butenoate). The solvent is C(C)(=O)O (acetic acid). Run at time 5 minute. Yields the product O(C1=CC=CC=C1)CC(=O)NC1[C@@H]2N(C(=C(CS2)O)C(=O)OC(C)(C)C)C1=O (t-butyl 7-phenoxyacetamido-3-hydroxy-3-cephem-4-carboxylate). As a reaction SMILES: C(Cl)Cl.[OH:4][C:5](CBr)=[C:6]([N:14]1[C:17](=[O:18])[CH:16]([NH:19][C:20](=[O:29])[CH2:21][O:22][C:23]2[CH:28]=[CH:27][CH:26]=[CH:25][CH:24]=2)[CH:15]1[S:30][CH:31]=O)[C:7]([O:9][C:10]([CH3:13])([CH3:12])[CH3:11])=[O:8]>C(O)(=O)C>[O:22]([CH2:21][C:20]([NH:19][CH:16]1[C:17](=[O:18])[N:14]2[C:6]([C:7]([O:9][C:10]([CH3:13])([CH3:12])[CH3:11])=[O:8])=[C:5]([OH:4])[CH2:31][S:30][C@H:15]12)=[O:29])[C:23]1[CH:24]=[CH:25][CH:26]=[CH:27][CH:28]=1. Procedure: To 0.391 g. (1.mmol.) of mercuric acetate in a mixture of 15 ml. of methylene chloride and 15 ml. of acetic acid was added, as a neat solid, 0.435 g. (1 mmol.) of t-butyl 3-hydroxy-4-bromo-2-(2-formylthio-4-oxo-3-phenoxyacetamido-1-azetidinyl)-2-butenoate. The resulting mixture was stirred for five minutes at room temperature after which time the solution became cloudy. Hydrogen sulfide was bubbled into the mixture, and the mixture was filtered through a filter aide an charcoal. The filtrate was... Reactants: CCOC(=O)c1cn(C)n(-c2ccccc2C)c1=O, CO, [Na+], C1CCOC1, [OH-]. Product: Cc1ccccc1-n1c(=O)c(C(=O)O)cn1C. Reaction SMILES: [CH3:1][n:2]1[n:3](-[c:13]2[c:14]([CH3:19])[cH:15][cH:16][cH:17][cH:18]2)[c:4](=[O:12])[c:5]([C:7](=[O:8])[O:9][CH2:10][CH3:11])[cH:6]1.[CH3:27][OH:28].[Na+:26].[O:20]1[CH2:21][CH2:22][CH2:23][CH2:24]1.[OH-:25]>>[CH3:1][n:2]1[n:3](-[c:13]2[c:14]([CH3:19])[cH:15][cH:16][cH:17][cH:18]2)[c:4](=[O:12])[c:5]([C:7](=[O:8])[OH:9])[cH:6]1. The reactants are O (water), ClC1=C(C=C(C=C1)OS(=O)(=O)C(F)(F)F)C(C(C(F)(F)F)(C=1C=CC2=C(N(C(CO2)=O)C)C1)O)C (trifluoromethanesulfonic acid 4-chloro-3-[3,3,3-trifluoro-2-hydroxy-1-methyl-2-(4-methyl-3-oxo-3,4-dihydro-2H-benzo[1,4]oxazin-6-yl)-propyl]-phenyl ester), C(=O)(O)C1=CC=C(C=C1)B(O)O (4-carboxyphenylboronic acid), dichloro[1,1′-bis(diphenylphosphino)ferrocene]dichloromethane, C([O-])([O-])=O.[Na+].[Na+] (sodium carbonate). The solvent is O1CCOCC1 (dioxan). Reaction conditions: temperature 80 celsius, time 5 hour. Yields the product ClC1=C(C=C(C=C1)C1=CC=C(C=C1)C(=O)O)C(C(C(F)(F)F)(C=1C=CC2=C(N(C(CO2)=O)C)C1)O)C (4′-Chloro-3′-[3,3,3-trifluoro-2-hydroxy-1-methyl-2-(4-methyl-3-oxo-3,4-dihydro-2H-benzo[1,4]oxazin-6-yl)-propyl]-biphenyl-4-carboxylic acid). Yield: 40.0%. RXN SMILES: [Cl:1][C:2]1[CH:7]=[CH:6][C:5](OS(C(F)(F)F)(=O)=O)=[CH:4][C:3]=1[CH:16]([CH3:35])[C:17]([OH:34])([C:22]1[CH:23]=[CH:24][C:25]2[O:30][CH2:29][C:28](=[O:31])[N:27]([CH3:32])[C:26]=2[CH:33]=1)[C:18]([F:21])([F:20])[F:19].[C:36]([C:39]1[CH:44]=[CH:43][C:42](B(O)O)=[CH:41][CH:40]=1)([OH:38])=[O:37].O.C(=O)([O-])[O-].[Na+].[Na+]>O1CCOCC1>[Cl:1][C:2]1[CH:7]=[CH:6][C:5]([C:42]2[CH:43]=[CH:44][C:39]([C:36]([OH:38])=[O:37])=[CH:40][CH:41]=2)=[CH:4][C:3]=1[CH:16]([CH3:35])[C:17]([OH:34])([C:22]1[CH:23]=[CH:24][C:25]2[O:30][CH2:29][C:28](=[O:31])[N:27]([CH3:32])[C:26]=2[CH:33]=1)[C:18]([F:19])([F:20])[F:21] |f:3.4.5|. Procedure: To a suspension of trifluoromethanesulfonic acid 4-chloro-3-[3,3,3-trifluoro-2-hydroxy-1-methyl-2-(4-methyl-3-oxo-3,4-dihydro-2H-benzo[1,4]oxazin-6-yl)-propyl]-phenyl ester (100 mg), 4-carboxyphenylboronic acid (48 mg) and dichloro[1,1′-bis(diphenylphosphino)ferrocene]dichloromethane adduct (7.5 mg) in dioxan (0.54 ml) under argon were added water (0.4 ml) and a 2 M aqueous sodium carbonate solution (0.27 ml). The mixture was stirred at 80° C. for 7 h, at 50° C. for 2 days and again at 80° C. fo... Reactants: CC(=O)OC(C)=O, CO, [H][H], O=[N+]([O-])c1c(O)cccc1O. Yields the product CC(=O)Nc1c(O)cccc1O. As a reaction SMILES: [CH3:12][C:13](=[O:14])[O:15][C:16](=[O:17])[CH3:18].[CH3:21][OH:22].[H:19][H:20].[N+:1]([O-:2])(=[O:3])[c:4]1[c:5]([OH:11])[cH:6][cH:7][cH:8][c:9]1[OH:10]>>[NH:1]([c:4]1[c:5]([OH:11])[cH:6][cH:7][cH:8][c:9]1[OH:10])[C:13]([CH3:12])=[O:14]. Reactants: CSCC(NC1=CC=C(C=C1)OCC(COCC)O)=O (4-(3-ethoxy-2-hydroxypropoxy)phenylcarbamoylmethyl methyl sulfide), C1(=CC=C(C=C1)S(=O)(=O)OC)C (methyl p-toluenesulfonate), CCOCC (ether). Run in C(Cl)Cl (methylene chloride). Reaction conditions: time 24 hour. Product: C1(=CC=C(C=C1)S(=O)(=O)[O-])C.C(C)OCC(COC1=CC=C(C=C1)NC(=O)C[S+](C)C)O (4-(3-ethoxy-2-hydroxypropoxy)phenylcarbamoylmethyldimethylsulfonium p-toluenesulfonate). Isolated yield 97.7%. As a reaction SMILES: [CH3:1][S:2][CH2:3][C:4](=[O:20])[NH:5][C:6]1[CH:11]=[CH:10][C:9]([O:12][CH2:13][CH:14]([OH:19])[CH2:15][O:16][CH2:17][CH3:18])=[CH:8][CH:7]=1.[C:21]1([CH3:32])[CH:26]=[CH:25][C:24]([S:27]([O:30]C)(=[O:29])=[O:28])=[CH:23][CH:22]=1.[CH3:33]COCC>C(Cl)Cl>[C:21]1([CH3:32])[CH:22]=[CH:23][C:24]([S:27]([O-:30])(=[O:28])=[O:29])=[CH:25][CH:26]=1.[CH2:17]([O:16][CH2:15][CH:14]([OH:19])[CH2:13][O:12][C:9]1[CH:8]=[CH:7][C:6]([NH:5][C:4]([CH2:3][S+:2]([CH3:33])[CH3:1])=[O:20])=[CH:11][CH:10]=1)[CH3:18] |f:4.5|. Reported procedure: Dissolved in 20 ml of methylene chloride was 2.99 g of 4-(3-ethoxy-2-hydroxypropoxy)phenylcarbamoylmethyl methyl sulfide. To the solution was added 5.50 g of methyl p-toluenesulfonate. The mixture was stirred at room temperature for 24 hours and ether was added to the reaction mixture. The insoluble solid was filtered off and recrystallized from methylene chloride-ether, giving 4.75 g of 4-(3-ethoxy-2-hydroxypropoxy)phenylcarbamoylmethyldimethylsulfonium p-toluenesulfonate (Compound 1) in 97.7% ...